From a dataset of the Open Reaction Database (ORD), a public repository of structured organic reaction records. describe an organic reaction: reactants, conditions, products, and yield Reactants: FC1=C(C(=CC=C1)I)CO ((2-fluoro-6-iodophenyl)methanol), [H-].[Na+] (NaH), C(C=C)Br (allylbromide). Run in C1CCOC1 (THF). Reaction conditions: time 16 hour. Product: C(C=C)OCC1=C(C=CC=C1I)F (2-(Allyloxymethyl)-1-fluoro-3-iodobenzene). Reaction SMILES: [F:1][C:2]1[CH:7]=[CH:6][CH:5]=[C:4]([I:8])[C:3]=1[CH2:9][OH:10].[H-].[Na+].[CH2:13](Br)[CH:14]=[CH2:15]>C1COCC1>[CH2:15]([O:10][CH2:9][C:3]1[C:4]([I:8])=[CH:5][CH:6]=[CH:7][C:2]=1[F:1])[CH:14]=[CH2:13] |f:1.2|. Reported procedure: To a solution of (2-fluoro-6-iodophenyl)methanol (10 mmol) in 50 mL of THF was added NaH (12 mmol) in small portions at room temperature. After the addition, allylbromide (12 mmol) was added slowly via syringe. The reaction mixture was stirred 16 hours at room temperature. The resulting white heterogeneous mixture was quenched with water and then diluted with 100 mL of Et2O, followed by washing with water and brine. The organic layer was dried over MgSO4 and then concentrated to dryness in vacuo...